From a dataset of the Open Reaction Database (ORD), a public repository of structured organic reaction records. describe an organic reaction: reactants, conditions, products, and yield Reactants: BrCc1ccccc1, COc1cc2c3c(c1OC)CCc1ccccc1C3CN=C2, C[Mg+], [I-]. The product is [Br-], COc1cc2c3c(c1OC)CCc1ccccc1C3C[N+](Cc1ccccc1)=C2. RXN SMILES: [Br:23][CH2:24][c:25]1[cH:26][cH:27][cH:28][cH:29][cH:30]1.[CH3:1][O:2][c:3]1[c:4]([O:21][CH3:22])[c:5]2[c:6]3[c:11]([cH:12]1)[CH:10]=[N:9][CH2:8][CH:7]3[c:13]1[c:14]([cH:17][cH:18][cH:19][cH:20]1)[CH2:15][CH2:16]2.[CH3:32][Mg+:33].[I-:31]>>[Br-:23].[CH3:1][O:2][c:3]1[c:4]([O:21][CH3:22])[c:5]2[c:6]3[c:11]([cH:12]1)[CH:10]=[N+:9]([CH2:24][c:25]1[cH:26][cH:27][cH:28][cH:29][cH:30]1)[CH2:8][CH:7]3[c:13]1[c:14]([cH:17][cH:18][cH:19][cH:20]1)[CH2:15][CH2:16]2. The reactants are C1=NC=CC=2C(=CC=CC12)S(=O)(=O)N1CCNCC1 (1-(5-isoquinolinesulfonyl)piperazine), Compound 35, C([O-])([O-])=O.[K+].[K+] (potassium carbonate), Compound ( 58 ), C(C1=CC=CC=C1)(=O)Cl (benzoyl chloride). Run in C(Cl)(Cl)Cl (chloroform), C(Cl)(Cl)Cl (chloroform). Conditions: time 3 hour. Yields the product C1=NC=CC=2C(=CC=CC12)S(=O)(=O)N1CCN(CC1)C(C1=CC=CC=C1)=O (1-(5-isoquinolinesulfonyl)-4-benzoylpiperazine). Isolated yield 70.9%. RXN SMILES: [CH:1]1[C:10]2[CH:9]=[CH:8][CH:7]=[C:6]([S:11]([N:14]3[CH2:19][CH2:18][NH:17][CH2:16][CH2:15]3)(=[O:13])=[O:12])[C:5]=2[CH:4]=[CH:3][N:2]=1.C(=O)([O-])[O-].[K+].[K+].[C:26](Cl)(=[O:33])[C:27]1[CH:32]=[CH:31][CH:30]=[CH:29][CH:28]=1>C(Cl)(Cl)Cl>[CH:1]1[C:10]2[CH:9]=[CH:8][CH:7]=[C:6]([S:11]([N:14]3[CH2:19][CH2:18][N:17]([C:26](=[O:33])[C:27]4[CH:32]=[CH:31][CH:30]=[CH:29][CH:28]=4)[CH2:16][CH2:15]3)(=[O:12])=[O:13])[C:5]=2[CH:4]=[CH:3][N:2]=1 |f:1.2.3|. Procedure details: In 50 ml of chloroform were added 2.77 g of 1-(5-isoquinolinesulfonyl)piperazine, i.e., Compound 35 and 1.54 g of anhydrous potassium carbonate, and to the mixture was added dropwise 1.70 g of benzoyl chloride under cooling with ice, and the mixture was stirred at a temperature of 15° C. to 20° C. for three hours. The reaction solution was washed with a 1N aqueous sodium hydroxide solution, then with water and dried with anhydrous magnesium sulfate. After the chloroform was distilled therefrom, ... Reactants: CC(=C)C=CC (2-methyl-penta-1,3-diene), CC1(CCC=CC1=O)C (6,6-dimethyl-cyclohex-2-en-1-one), C([O-])([O-])=O.[Na+].[Na+] (sodium carbonate). The solvent is C1(=CC=CC=C1)C (toluene). Conditions: time 4 hour. Product: CC1(C(C2C(C=C(CC2CC1)C)C)=O)C (3,4,4a,5,8,8a-Hexahydro-2,2,6,8-tetramethyl-1(2H)-naphthalenone). RXN SMILES: [CH3:1][C:2]1([CH3:9])[C:7](=[O:8])[CH:6]=[CH:5][CH2:4][CH2:3]1.[CH3:10][C:11]([CH:13]=[CH:14][CH3:15])=[CH2:12].C(=O)([O-])[O-].[Na+].[Na+]>C1(C)C=CC=CC=1>[CH3:1][C:2]1([CH3:9])[CH2:3][CH2:4][CH:5]2[CH:6]([CH:14]([CH3:15])[CH:13]=[C:11]([CH3:12])[CH2:10]2)[C:7]1=[O:8] |f:2.3.4|. Procedure details: 124 G (1M) of 6,6-dimethyl-cyclohex-2-en-1-one, 200 ml of toluene and 10 ml of trifluoro-boro-etherate are placed under nitrogen atmosphere in a three-necked reaction vessel of 1000 ml capacity equipped with a thermometer and a stirrer. The mixture was cooled to 10° and 2-methyl-penta-1,3-diene was added thereto in small portions over 4 hours. After the addition was over, the mixture was left under stirring for 1 additional hour, whereupon it was hydrolyzed with an aqueous sodium carbonate solut... Reactants: OCc1cc(Br)ccc1Cl, C1CCOC1, CI, [H-], [Na+]. The product is COCc1cc(Br)ccc1Cl. As a reaction SMILES: [Br:1][c:2]1[cH:3][cH:4][c:5]([Cl:10])[c:6]([CH2:7][OH:8])[cH:9]1.[CH2:15]1[O:16][CH2:17][CH2:18][CH2:19]1.[CH3:13][I:14].[H-:11].[Na+:12]>>[Br:1][c:2]1[cH:3][cH:4][c:5]([Cl:10])[c:6]([CH2:7][O:8][CH3:13])[cH:9]1. Reactants: CC(=O)OCC1CC(n2cnc3c(Cl)ncnc32)C2OC(C)(C)OC12, CCC(C)=O, [I-], [Na+], O=C(O)C(F)(F)F. Product: CC(=O)OCC1CC(n2cnc3c(I)ncnc32)C2OC(C)(C)OC12. RXN SMILES: [C:1]([CH3:2])(=[O:3])[O:4][CH2:5][CH:6]1[CH2:7][CH:8]([n:16]2[c:17]3[n:18][cH:19][n:20][c:21]([Cl:25])[c:22]3[n:23][cH:24]2)[CH:9]2[O:10][C:11]([CH3:14])([CH3:15])[O:12][CH:13]12.[CH3:35][C:36](=[O:37])[CH2:38][CH3:39].[I-:26].[Na+:27].[OH:28][C:29]([C:30]([F:31])([F:32])[F:33])=[O:34]>>[C:1]([CH3:2])(=[O:3])[O:4][CH2:5][CH:6]1[CH2:7][CH:8]([n:16]2[c:17]3[n:18][cH:19][n:20][c:21]([I:26])[c:22]3[n:23][cH:24]2)[CH:9]2[O:10][C:11]([CH3:14])([CH3:15])[O:12][CH:13]12. Reactants: N1(CCCC1)CCO (2-Pyrrolidin-1-yl-ethanol), [H-].[Na+] (NaH), FC1=C(C=C(C=C1)C(F)(F)F)[N+](=O)[O-] (1-Fluoro-2-nitro-4-trifluoromethyl-benzene). The solvent is C1CCOC1 (THF). Product: [N+](=O)([O-])C1=C(OCCN2CCCC2)C=CC(=C1)C(F)(F)F (1-[2-(2-Nitro-4-trifluoromethyl-phenoxy)-ethyl]-pyrrolidine). As a reaction SMILES: [H-].[Na+].[N:3]1([CH2:8][CH2:9][OH:10])[CH2:7][CH2:6][CH2:5][CH2:4]1.F[C:12]1[CH:17]=[CH:16][C:15]([C:18]([F:21])([F:20])[F:19])=[CH:14][C:13]=1[N+:22]([O-:24])=[O:23]>C1COCC1>[N+:22]([C:13]1[CH:14]=[C:15]([C:18]([F:19])([F:20])[F:21])[CH:16]=[CH:17][C:12]=1[O:10][CH2:9][CH2:8][N:3]1[CH2:7][CH2:6][CH2:5][CH2:4]1)([O-:24])=[O:23] |f:0.1|. Procedure details: To a suspension of NaH (60%, 248 mg, 6.21 mmol) in dry THF was added 2-Pyrrolidin-1-yl-ethanol (0.68 mL, 5.74 mmol). Bubbling was observed. The reaction was stirred for 5 minutes, at which time 1-Fluoro-2-nitro-4-trifluoromethyl-benzene (0.67 mL, 4.79 mmol) was added. The solution turned red, and LCMS indicated completion of the reaction. The reaction was quenched by addition of H2O, and the mixture was extracted with EtOAc, dried with MgSO4, filtered, and concentrated to afford the title compou... Starting materials: ClC=1C=C(C2=C(N1)N(N=C2C)CC2=CC=C(C=C2)OC2=CC=CC=C2)C(=O)OCC (Ethyl 6-chloro-3-methyl-1-(4-phenoxybenzyl)-1H-pyrazolo[3,4-b]pyridine-4-carboxylate), NCC=1OC=CC1 (2-aminomethylfuran), CC(C)O (iPrOH), amine. Run in O (H2O). Run at temperature 100 celsius. The product is O1C(=CC=C1)CNC=1C=C(C2=C(N1)N(N=C2C)CC2=CC=C(C=C2)OC2=CC=CC=C2)C(=O)OCC (Ethyl 6-((furan-2-ylmethyl)amino)-3-methyl-1-(4-phenoxybenzyl)-1H-pyrazolo[3,4-b]pyridine-4-carboxylate). Isolated yield 29.6%. As a reaction SMILES: Cl[C:2]1[CH:3]=[C:4]([C:26]([O:28][CH2:29][CH3:30])=[O:27])[C:5]2[C:10]([CH3:11])=[N:9][N:8]([CH2:12][C:13]3[CH:18]=[CH:17][C:16]([O:19][C:20]4[CH:25]=[CH:24][CH:23]=[CH:22][CH:21]=4)=[CH:15][CH:14]=3)[C:6]=2[N:7]=1.[NH2:31][CH2:32][C:33]1[O:34][CH:35]=[CH:36][CH:37]=1.CC(O)C>O>[O:34]1[CH:35]=[CH:36][CH:37]=[C:33]1[CH2:32][NH:31][C:2]1[CH:3]=[C:4]([C:26]([O:28][CH2:29][CH3:30])=[O:27])[C:5]2[C:10]([CH3:11])=[N:9][N:8]([CH2:12][C:13]3[CH:14]=[CH:15][C:16]([O:19][C:20]4[CH:25]=[CH:24][CH:23]=[CH:22][CH:21]=4)=[CH:17][CH:18]=3)[C:6]=2[N:7]=1. Reported procedure: (see, e.g., WO2013039988A1). A pressure vessel was charged with 50 (119 mg, 0.28 mmol), 2-aminomethylfuran (0.12 mL, 1.36 mmol) and iPrOH (4 mL). The vessel was sealed and the reaction mixture was heated at 100° C. overnight. An additional 1 mL (11.3 mmol) of amine was added and the mixture was heated at 150° C. overnight. The reaction mixture was diluted with H2O (10 mL) and extracted with EtOAc (15 mL×2). Combined organic layers were washed with brine, dried (Na2SO4) and concentrated under red...